This data is from the Open Reaction Database (ORD), a public repository of structured organic reaction records. The task is: describe an organic reaction: reactants, conditions, products, and yield Reactants: C(C)(C)(C)C1=CC=C(C=C1)C1=NC2=CC=CC=C2C(N1)=O (2-(4-tert-butylphenyl)quinazolin-4(3H)-one), S(=O)(Cl)Cl (thionyl chloride). Solvent: CN(C=O)C (dimethylformamide). The product is ClC1=NC(=NC2=CC=CC=C12)C1=CC=C(C=C1)C(C)(C)C (4-chloro-2-(4-tert-butylphenyl)quinazoline). As a reaction SMILES: [C:1]([C:5]1[CH:10]=[CH:9][C:8]([C:11]2[NH:20][C:19](=O)[C:18]3[C:13](=[CH:14][CH:15]=[CH:16][CH:17]=3)[N:12]=2)=[CH:7][CH:6]=1)([CH3:4])([CH3:3])[CH3:2].S(Cl)([Cl:24])=O>CN(C)C=O>[Cl:24][C:19]1[C:18]2[C:13](=[CH:14][CH:15]=[CH:16][CH:17]=2)[N:12]=[C:11]([C:8]2[CH:9]=[CH:10][C:5]([C:1]([CH3:4])([CH3:3])[CH3:2])=[CH:6][CH:7]=2)[N:20]=1. Reported procedure: A mixture of 8.9 g of 2-(4-tert-butylphenyl)quinazolin-4(3H)-one and 60 ml of thionyl chloride was treated with 2.34 g of dimethylformamide as described in Example VI. The initial solid was triturated with cyclohexane, filtered, and the filtrate concentrated to give an oil which solidified on standing to give a solid, m.p. 74°-77°. This solid was recrystallized twice from petroleum ether (30°-60° fraction) using a low-temperature recrystallization apparatus to give 6.3 g of 4-chloro-2-(4-tert-bu... The reactants are CNCc1ccccc1, CO, CC(C)(C)OC(=O)C(Cc1cccc2ccccc12)CC1CO1. The product is CN(Cc1ccccc1)CC(O)CC(Cc1cccc2ccccc12)C(=O)OC(C)(C)C. Reaction SMILES: [CH3:24][NH:25][CH2:26][c:27]1[cH:28][cH:29][cH:30][cH:31][cH:32]1.[CH3:33][OH:34].[O:1]1[CH:2]([CH2:3][CH:4]([C:5](=[O:6])[O:7][C:8]([CH3:9])([CH3:10])[CH3:11])[CH2:12][c:13]2[cH:14][cH:15][cH:16][c:17]3[cH:18][cH:19][cH:20][cH:21][c:22]23)[CH2:23]1>>[OH:1][CH:2]([CH2:3][CH:4]([C:5](=[O:6])[O:7][C:8]([CH3:9])([CH3:10])[CH3:11])[CH2:12][c:13]1[cH:14][cH:15][cH:16][c:17]2[cH:18][cH:19][cH:20][cH:21][c:22]12)[CH2:23][N:25]([CH3:24])[CH2:26][c:27]1[cH:28][cH:29][cH:30][cH:31][cH:32]1. Reactants: Cc1ccccc1, O=C(Cl)C(=O)Cl, Nc1ccccc1Cl, ClCCl, O=C(O)CCC1(c2ccccc2)CCCCC1. Product: NC(=O)CCC1(c2ccccc2)CCCCC1. RXN SMILES: [CH3:32][c:33]1[cH:34][cH:35][cH:36][cH:37][cH:38]1.[Cl:18][C:19]([C:20]([Cl:21])=[O:22])=[O:23].[Cl:24][c:25]1[cH:26][cH:28][cH:29][cH:30][c:31]1[NH2:27].[Cl:39][CH2:40][Cl:41].[c:1]1([C:7]2([CH2:13][CH2:14][C:15](=[O:16])[OH:17])[CH2:8][CH2:9][CH2:10][CH2:11][CH2:12]2)[cH:2][cH:3][cH:4][cH:5][cH:6]1>>[c:1]1([C:7]2([CH2:13][CH2:14][C:15](=[O:17])[NH2:27])[CH2:8][CH2:9][CH2:10][CH2:11][CH2:12]2)[cH:2][cH:3][cH:4][cH:5][cH:6]1. Starting materials: CCCN(CCC)Cc1cccc(Br)n1, CC(C)(C)O, Cc1cc(C)c(B(O)O)c(C)c1, CC(C)(C)[O-], COCCOC, [K+], c1ccc(P(c2ccccc2)(c2ccccc2)[Pd](P(c2ccccc2)(c2ccccc2)c2ccccc2)(P(c2ccccc2)(c2ccccc2)c2ccccc2)P(c2ccccc2)(c2ccccc2)c2ccccc2)cc1. Product: CCCN(CCC)Cc1cccc(-c2c(C)cc(C)cc2C)n1. Reaction SMILES: [Br:1][c:2]1[cH:3][cH:4][cH:5][c:6]([CH2:8][N:9]([CH2:10][CH2:11][CH3:12])[CH2:13][CH2:14][CH3:15])[n:7]1.[C:40]([OH:41])([CH3:42])([CH3:43])[CH3:44].[CH3:16][c:17]1[c:18]([B:25]([OH:26])[OH:27])[c:19]([CH3:24])[cH:20][c:21]([CH3:23])[cH:22]1.[CH3:28][C:29]([CH3:30])([O-:31])[CH3:32].[CH3:34][O:35][CH2:36][CH2:37][O:38][CH3:39].[K+:33].[cH:45]1[cH:46][cH:47][c:48]([P:49]([Pd:50]([P:51]([c:52]2[cH:53][cH:54][cH:55][cH:56][cH:57]2)([c:58]2[cH:59][cH:60][cH:61][cH:62][cH:63]2)[c:64]2[cH:65][cH:66][cH:67][cH:68][cH:69]2)([P:70]([c:71]2[cH:72][cH:73][cH:74][cH:75][cH:76]2)([c:77]2[cH:78][cH:79][cH:80][cH:81][cH:82]2)[c:83]2[cH:84][cH:85][cH:86][cH:87][cH:88]2)[P:89]([c:90]2[cH:91][cH:92][cH:93][cH:94][cH:95]2)([c:96]2[cH:97][cH:98][cH:99][cH:100][cH:101]2)[c:102]2[cH:103][cH:104][cH:105][cH:106][cH:107]2)([c:108]2[cH:109][cH:110][cH:111][cH:112][cH:113]2)[c:114]2[cH:115][cH:116][cH:117][cH:118][cH:119]2)[cH:120][cH:121]1>>[c:2]1(-[c:18]2[c:17]([CH3:16])[cH:22][c:21]([CH3:23])[cH:20][c:19]2[CH3:24])[cH:3][cH:4][cH:5][c:6]([CH2:8][N:9]([CH2:10][CH2:11][CH3:12])[CH2:13][CH2:14][CH3:15])[n:7]1.